This data is from the Open Reaction Database (ORD), a public repository of structured organic reaction records. The task is: describe an organic reaction: reactants, conditions, products, and yield Starting materials: ClC1=CC=C(C=C1)C1(CCC1)C#N (1-(4-chlorophenyl)cyclobutanecarbonitrile), C(CC1=CC=CC=C1)[Mg]Br (phenethylmagnesium bromide), C(CC1=CC=CC=C1)Br (phenethyl bromide), [Mg] (magnesium), CCOCC (ether). Run in C1(=CC=CC=C1)C (toluene). Conditions: time 18 hour. Product: ClC1=CC=C(C=C1)C1(CCC1)C(CCC1=CC=CC=C1)=O (1-[1-(4-chlorophenyl)cyclobutyl]-3-phenylpropan-1-one). As a reaction SMILES: [Cl:1][C:2]1[CH:7]=[CH:6][C:5]([C:8]2([C:12]#N)[CH2:11][CH2:10][CH2:9]2)=[CH:4][CH:3]=1.[CH2:14]([Mg]Br)[CH2:15][C:16]1[CH:21]=[CH:20][CH:19]=[CH:18][CH:17]=1.C(Br)CC1C=CC=CC=1.[Mg].CC[O:36]CC>C1(C)C=CC=CC=1>[Cl:1][C:2]1[CH:7]=[CH:6][C:5]([C:8]2([C:12](=[O:36])[CH2:14][CH2:15][C:16]3[CH:21]=[CH:20][CH:19]=[CH:18][CH:17]=3)[CH2:11][CH2:10][CH2:9]2)=[CH:4][CH:3]=1. Procedure details: A solution of 1-(4-chlorophenyl)cyclobutanecarbonitrile (35 g) in toluene (100 ml) was added dropwise at reflux temperature under nitrogen to a stirred solution of phenethylmagnesium bromide [prepared in the usual manner from phenethyl bromide (45.6 g) and magnesium (6.24 g)] in ether (100 ml). When the addition was completed, ether was distilled from the mixture until the internal temperature rose to 110° C., then stirring at this temperature was continued for 18 hours. The mixture was then coo... Starting materials: N1C=C(C2=CC=CC=C12)C1CCNCC1 (4-(3-indolyl)piperidine), Cl.ClCCCN1CCC(CC1)C1=CC=CC=C1 (1-(3-chloropropyl)-4-phenylpiperidine hydrochloride), C([O-])([O-])=O.[K+].[K+] (potassium carbonate). Run in CN(C)C=O (DMF). Conditions: temperature 100 celsius, time 4 hour. Yields the product Cl.C1(=CC=CC=C1)C1CCN(CC1)CCCN1CCC(CC1)C1=CNC2=CC=CC=C12 (3-(1-(3-(4-Phenylpiperidyl)propyl)-4-piperidyl)indole Hydrochloride). Yield: 36.5%. RXN SMILES: [NH:1]1[C:9]2[C:4](=[CH:5][CH:6]=[CH:7][CH:8]=2)[C:3]([CH:10]2[CH2:15][CH2:14][NH:13][CH2:12][CH2:11]2)=[CH:2]1.Cl.[Cl:17][CH2:18][CH2:19][CH2:20][N:21]1[CH2:26][CH2:25][CH:24]([C:27]2[CH:32]=[CH:31][CH:30]=[CH:29][CH:28]=2)[CH2:23][CH2:22]1.C(=O)([O-])[O-].[K+].[K+]>CN(C=O)C>[ClH:17].[C:27]1([CH:24]2[CH2:23][CH2:22][N:21]([CH2:20][CH2:19][CH2:18][N:13]3[CH2:14][CH2:15][CH:10]([C:3]4[C:4]5[C:9](=[CH:8][CH:7]=[CH:6][CH:5]=5)[NH:1][CH:2]=4)[CH2:11][CH2:12]3)[CH2:26][CH2:25]2)[CH:32]=[CH:31][CH:30]=[CH:29][CH:28]=1 |f:1.2,3.4.5,7.8|. Reported procedure: To a suspended solution of 4-(3-indolyl)piperidine (2.0 g, 10 mmol) and 1-(3-chloropropyl)-4-phenylpiperidine hydrochloride (3.1 g, 11.2 mmol) in DMF (60 mL) was added potassium carbonate (5.5 g, 40 mmol), and the mixture was stirred at 100° C. for 4 hours. After the precipitated salt was filtered off, the filtrate was concentrated, water (50 mL) was added to the filtrate, and the mixture was extracted with chloroform. After drying over anhydrous sodium sulfate, the chloroform layer was concentr... Starting materials: C(=O)NN (formyl hydrazine), C([O-])([O-])=O.[K+].[K+] (potassium carbonate), BrC=1C=CC2=C(OCCC3=C2SC(=C3)C(=O)NC(C)C)C1 (8-bromo-N-isopropyl-4,5-dihydrobenzo[b]thieno[2,3-d]oxepine-2-carboxamide), P(Cl)(Cl)(Cl)(Cl)Cl (phosphorus pentachloride), C1(=CC=C(C=C1)S(=O)(=O)O)C (p-toluenesulfonic acid). The solvent is O (water), C1(=CC=CC=C1)C (toluene). Run at temperature 80 celsius, time 8 hour. The product is BrC=1C=CC2=C(OCCC3=C2SC(=C3)C3=NN=CN3C(C)C)C1 (3-(8-bromo-4,5-dihydrobenzo[b]thieno[2,3-d]oxepin-2-yl)-4-isopropyl-4H-1,2,4-triazole), crude product. As a reaction SMILES: [Br:1][C:2]1[CH:3]=[CH:4][C:5]2[C:11]3[S:12][C:13]([C:15]([NH:17][CH:18]([CH3:20])[CH3:19])=O)=[CH:14][C:10]=3[CH2:9][CH2:8][O:7][C:6]=2[CH:21]=1.P(Cl)(Cl)(Cl)(Cl)Cl.[CH:28]([NH:30][NH2:31])=O.C(=O)([O-])[O-].[K+].[K+].C1(C)C=CC(S(O)(=O)=O)=CC=1>C1(C)C=CC=CC=1.O>[Br:1][C:2]1[CH:3]=[CH:4][C:5]2[C:11]3[S:12][C:13]([C:15]4[N:17]([CH:18]([CH3:20])[CH3:19])[CH:28]=[N:30][N:31]=4)=[CH:14][C:10]=3[CH2:9][CH2:8][O:7][C:6]=2[CH:21]=1 |f:3.4.5|. Reported procedure: To a solution of in 8-bromo-N-isopropyl-4,5-dihydrobenzo[b]thieno[2,3-d]oxepine-2-carboxamide (180 mg, 0.49 mmol) in 5 mL toluene was added phosphorus pentachloride (0.184 g, 0.88 mmol) under nitrogen and the reaction mixture was heated at 80° C. for 2 h. The mixture was cooled and carefully concentrated. The crude residue was dissolved in 10 mL THF and treated sequentially with formyl hydrazine (118 mg, 2.0 mmol) and potassium carbonate (0.340 g, 2.46 mmol). The mixture was stirred overnight at... Reactants: 1-hydroxybenzotrioxazole, Cl.C(C)N=C=NCCCN(C)C (1-ethyl-3-(3′-dimethylaminopropyl)carbodiimide hydrochloride), C1(=CC=CC=C1)C=1N=C(OC1C1=CC=CC=C1)[C@H]1[C@@H](CCC1)CC=1C=C(C(=O)O)C=CC1 (3-{[(1S,2R)-2-(4,5-diphenyloxazol-2-yl)-1-cyclopentyl]methyl}benzoic acid), C1(=CC=CC=C1)CCN (2-phenylethylamine). The solvent is CN(C)C=O (DMF), CCOC(=O)C (EtOAc). Reaction conditions: time 2.5 hour. Product: C1(=CC=CC=C1)CCNC(C1=CC(=CC=C1)C[C@H]1[C@@H](CCC1)C=1OC(=C(N1)C1=CC=CC=C1)C1=CC=CC=C1)=O (N-(2-phenylethyl)-3-{[(1S,2R)-2-(4,5-diphenyloxazol-2-yl)-1-cyclopentyl]methyl}benzamide). The yield is 98.7%. Reaction SMILES: [C:1]1([C:7]2[N:8]=[C:9]([C@@H:18]3[CH2:22][CH2:21][CH2:20][C@H:19]3[CH2:23][C:24]3[CH:25]=[C:26]([CH:30]=[CH:31][CH:32]=3)[C:27]([OH:29])=O)[O:10][C:11]=2[C:12]2[CH:17]=[CH:16][CH:15]=[CH:14][CH:13]=2)[CH:6]=[CH:5][CH:4]=[CH:3][CH:2]=1.[C:33]1([CH2:39][CH2:40][NH2:41])[CH:38]=[CH:37][CH:36]=[CH:35][CH:34]=1.Cl.C(N=C=NCCCN(C)C)C>CN(C=O)C.CCOC(C)=O>[C:33]1([CH2:39][CH2:40][NH:41][C:27](=[O:29])[C:26]2[CH:30]=[CH:31][CH:32]=[C:24]([CH2:23][C@@H:19]3[CH2:20][CH2:21][CH2:22][C@H:18]3[C:9]3[O:10][C:11]([C:12]4[CH:17]=[CH:16][CH:15]=[CH:14][CH:13]=4)=[C:7]([C:1]4[CH:6]=[CH:5][CH:4]=[CH:3][CH:2]=4)[N:8]=3)[CH:25]=2)[CH:38]=[CH:37][CH:36]=[CH:35][CH:34]=1 |f:2.3|. Reported procedure: To a mixture of 3-{[(1S,2R)-2-(4,5-diphenyloxazol-2-yl)-1-cyclopentyl]methyl}benzoic acid (140 mg, 0.331 mmol) and 2-phenylethylamine (0.046 ml, 0.364 mmol) in DMF (5 ml) was added 1-hydroxybenzotrioxazole (49 mg, 0.364 mmol) and 1-ethyl-3-(3′-dimethylaminopropyl)carbodiimide hydrochloride (95 mg, 0.495 mmol). After stirring the mixture at room temperature for 2.5 hours, the reaction mixture was diluted with EtOAc (30 ml), washed with water, saturated sodium hydrogencarbonate solution, water, an... Starting materials: C(C=C)OCC=C.[K] (potassium allyloxide), C(C=C)O (allyl alcohol), CC=1CS[C@H]2N(C1C(=O)OC(C1=CC=CC=C1)C1=CC=CC=C1)C(C2NC(CC=2SC=CC2)=O)=O (benzhydryl 3-methyl-7-[2-(2-thienyl)acetamido]-3-cephem-4-carboxylate). Yields the product C(C=C)OC1([C@@H]2N(C(=C(CS2)C)C(=O)O)C1=O)NC(CC=1SC=CC1)=O (7-Allyloxy-3-methyl-7-[2-(2-thienyl)acetamido]-3-cephem--4-carboxylic acid). As a reaction SMILES: C(OCC=C)C=C.[K].[CH2:9]([OH:12])[CH:10]=[CH2:11].[CH3:13][C:14]1[CH2:15][S:16][C@@H:17]2[CH:37]([NH:38][C:39](=[O:46])[CH2:40][C:41]3[S:42][CH:43]=[CH:44][CH:45]=3)[C:36](=[O:47])[N:18]2[C:19]=1[C:20]([O:22]C(C1C=CC=CC=1)C1C=CC=CC=1)=[O:21]>>[CH2:9]([O:12][C:37]1([NH:38][C:39](=[O:46])[CH2:40][C:41]2[S:42][CH:43]=[CH:44][CH:45]=2)[C:36](=[O:47])[N:18]2[C:19]([C:20]([OH:22])=[O:21])=[C:14]([CH3:13])[CH2:15][S:16][C@H:17]12)[CH:10]=[CH2:11] |f:0.1,^1:7|. Procedure: potassium allyloxide; allyl alcohol; benzhydryl 3-methyl-7-[2-(2-thienyl)acetamido]-3-cephem-4-carboxylate. Reactants: BrCc1ccccc1, CN(C)C=O, [H-], [Na+], O, CC1(C)COC(CC2CCc3c([nH]c4ccccc34)S2)=N1. Product: CC1(C)COC(CC2CCc3c(n(Cc4ccccc4)c4ccccc34)S2)=N1. As a reaction SMILES: [Br:24][CH2:25][c:26]1[cH:27][cH:28][cH:29][cH:30][cH:31]1.[CH3:32][N:33]([CH3:34])[CH:35]=[O:36].[H-:22].[Na+:23].[OH2:37].[S:1]1[CH:2]([CH2:14][C:15]2=[N:19][C:18]([CH3:20])([CH3:21])[CH2:17][O:16]2)[CH2:3][CH2:4][c:5]2[c:6]1[nH:7][c:8]1[cH:9][cH:10][cH:11][cH:12][c:13]21>>[S:1]1[CH:2]([CH2:14][C:15]2=[N:19][C:18]([CH3:20])([CH3:21])[CH2:17][O:16]2)[CH2:3][CH2:4][c:5]2[c:6]1[n:7]([CH2:25][c:26]1[cH:27][cH:28][cH:29][cH:30][cH:31]1)[c:8]1[cH:9][cH:10][cH:11][cH:12][c:13]21. Reactants: COC=1C=C2C(NC=NC2=CC1OCCN1CCCCC1)=O (6-methoxy-7-(2-piperidinoethoxy)-3,4-dihydroquinazolin-4-one), S(=O)(Cl)Cl (thionyl chloride). Reagents/catalysts: CN(C)C=O (DMF). Yields the product Cl.ClC1=NC=NC2=CC(=C(C=C12)OC)OCCN1CCCCC1 (4-chloro-6-methoxy-7-(2-piperidinoethoxy)quinazoline hydrochloride). Reaction SMILES: [CH3:1][O:2][C:3]1[CH:4]=[C:5]2[C:10](=[CH:11][C:12]=1[O:13][CH2:14][CH2:15][N:16]1[CH2:21][CH2:20][CH2:19][CH2:18][CH2:17]1)[N:9]=[CH:8][NH:7][C:6]2=O.S(Cl)([Cl:25])=O>CN(C=O)C>[ClH:25].[Cl:25][C:6]1[C:5]2[C:10](=[CH:11][C:12]([O:13][CH2:14][CH2:15][N:16]3[CH2:21][CH2:20][CH2:19][CH2:18][CH2:17]3)=[C:3]([O:2][CH3:1])[CH:4]=2)[N:9]=[CH:8][N:7]=1 |f:3.4|. Procedure details: A mixture of 6-methoxy-7-(2-piperidinoethoxy)-3,4-dihydroquinazolin-4-one (440 mg, 1.45 mmol), thionyl chloride (15 ml) and DMF (3 drops) was heated at reflux for 3 hours then allowed to cool. The excess thionyl chloride was removed by evaporation and the residue was azeotroped with toluene to give a crude 4-chloro-6-methoxy-7-(2-piperidinoethoxy)quinazoline hydrochloride (640 mg). Reactants: CCCCCCCCCCCC(=O)NCCCN(C)C, CCOCC, CCCCCC, O=C(CCl)OCCc1ccccc1, O=C([O-])CCl. Yields the product CCCCCCCCCCCC(=O)NCCC[N+](C)(C)CC(=O)OCCc1ccccc1, [Cl-]. Reaction SMILES: [C:1]([CH2:2][CH2:3][CH2:4][CH2:5][CH2:6][CH2:7][CH2:8][CH2:9][CH2:10][CH2:11][CH3:12])(=[O:13])[NH:14][CH2:15][CH2:16][CH2:17][N:18]([CH3:19])[CH3:20].[CH3:21][CH2:22][O:23][CH2:24][CH3:25].[CH3:44][CH2:45][CH2:46][CH2:47][CH2:48][CH3:49].[Cl:26][CH2:27][C:28](=[O:29])[O:30][CH2:31][CH2:32][c:33]1[cH:34][cH:35][cH:36][cH:37][cH:38]1.[O-:39][C:40]([CH2:41][Cl:42])=[O:43]>>[C:1]([CH2:2][CH2:3][CH2:4][CH2:5][CH2:6][CH2:7][CH2:8][CH2:9][CH2:10][CH2:11][CH3:12])(=[O:13])[NH:14][CH2:15][CH2:16][CH2:17][N+:18]([CH3:19])([CH3:20])[CH2:27][C:28](=[O:29])[O:30][CH2:31][CH2:32][c:33]1[cH:34][cH:35][cH:36][cH:37][cH:38]1.[Cl-:26]. The reactants are NC=1C=NC2=CC=CC=C2C1NCCCCCC(=O)C1=CC=CC=C1 (6-(3-aminoquinolin-4-ylamino)-1-phenylhexan-1-one), C(CCCC)(OC)(OC)OC (trimethyl orthovalerate). Run in C1(=CC=CC=C1)C (toluene). Product: C(CCC)C=1N(C2=C(C=NC=3C=CC=CC23)N1)CCCCCC(=O)C1=CC=CC=C1 (6-(2-butyl-1H-imidazo[4,5-c]quinolin-1-yl)-1-phenylhexan-1-one). Isolated yield 87.7%. Reaction SMILES: [NH2:1][C:2]1[CH:3]=[N:4][C:5]2[C:10]([C:11]=1[NH:12][CH2:13][CH2:14][CH2:15][CH2:16][CH2:17][C:18]([C:20]1[CH:25]=[CH:24][CH:23]=[CH:22][CH:21]=1)=[O:19])=[CH:9][CH:8]=[CH:7][CH:6]=2.[C:26](OC)(OC)(OC)[CH2:27][CH2:28][CH2:29][CH3:30]>C1(C)C=CC=CC=1>[CH2:27]([C:26]1[N:12]([CH2:13][CH2:14][CH2:15][CH2:16][CH2:17][C:18]([C:20]2[CH:25]=[CH:24][CH:23]=[CH:22][CH:21]=2)=[O:19])[C:11]2[C:10]3[CH:9]=[CH:8][CH:7]=[CH:6][C:5]=3[N:4]=[CH:3][C:2]=2[N:1]=1)[CH2:28][CH2:29][CH3:30]. Procedure: A solution of 6-(3-aminoquinolin-4-ylamino)-1-phenylhexan-1-one (2.09 g, 6.25 mmol) and trimethyl orthovalerate (1.52 g, 9.37 mmol) in toluene (50 mL) was heated at reflux under a Dean-Stark trap for 2 hours, then concentrated under reduced pressure to provide 6-(2-butyl-1H-imidazo[4,5-c]quinolin-1-yl)-1-phenylhexan-1-one (2.19 g) as a dark red oil that was used directly in the next step without further purification.